describe an organic reaction: reactants, conditions, products, and yield From a dataset of the Open Reaction Database (ORD), a public repository of structured organic reaction records. The reactants are Cl.Cl.C(C)(C)(C)C1=C(C=CC=C1)N1CCNCC1 (1-(2-tert-butylphenyl)piperazine dihydrochloride), O.ON1N=NC2=C1C=CC=C2 (1-hydroxy-1H-benzotriazole monohydrate), Cl.C(C)N=C=NCCCN(C)C (1-ethyl-3-(3-dimethylaminopropyl)carbodiimide hydrochloride), Example 1, N1C=NC(=C1)C(=O)O (1H-imidazole-4-carboxylic acid). Solvent: C(C)N(CC)CC (triethylamine), CN(C=O)C (N,N-dimethylformamide), O (Water). Product: C(C)(C)(C)C1=C(C=CC=C1)N1CCN(CC1)C(=O)C=1N=CNC1 (1-(2-tert-Butylphenyl)-4-(1H-imidazol-4-ylcarbonyl)piperazine). The yield is 75.0%. As a reaction SMILES: Cl.Cl.[C:3]([C:7]1[CH:12]=[CH:11][CH:10]=[CH:9][C:8]=1[N:13]1[CH2:18][CH2:17][NH:16][CH2:15][CH2:14]1)([CH3:6])([CH3:5])[CH3:4].[NH:19]1[CH:23]=[C:22]([C:24](O)=[O:25])[N:21]=[CH:20]1.Cl.C(N=C=NCCCN(C)C)C.O.ON1C2C=CC=CC=2N=N1>O.CN(C)C=O.C(N(CC)CC)C>[C:3]([C:7]1[CH:12]=[CH:11][CH:10]=[CH:9][C:8]=1[N:13]1[CH2:18][CH2:17][N:16]([C:24]([C:22]2[N:21]=[CH:20][NH:19][CH:23]=2)=[O:25])[CH2:15][CH2:14]1)([CH3:6])([CH3:4])[CH3:5] |f:0.1.2,4.5,6.7|. Procedure details: A mixture of 1-(2-tert-butylphenyl)piperazine dihydrochloride obtained in Reference Example 1 (400 mg), 1H-imidazole-4-carboxylic acid (191 mg), 1-ethyl-3-(3-dimethylaminopropyl)carbodiimide hydrochloride (326 mg), 1-hydroxy-1H-benzotriazole monohydrate (260 mg), triethylamine (0.697 mL), and N,N-dimethylformamide (5 mL) was stirred at room temperature for over-night. Water was added to the reaction solution, and the mixture was extracted with ethyl acetate. The ethyl acetate layer was washed wi... Reactants: OC1=CC=C2CCC(OC2=C1)C(=O)OCC (racemic ethyl 7-hydroxychroman-2-carboxylate), C(C)(=O)OC(C)=O.N1=CC=CC=C1 (acetic anhydride pyridine). Run at time 17 hour. The product is OC1=C(C=C2CCC(OC2=C1)C(=O)O)C(C)=O (racemic-7-hydroxy-6-acetylchroman-2-carboxylic acid). As a reaction SMILES: [OH:1][C:2]1[CH:11]=[C:10]2[C:5]([CH2:6][CH2:7][CH:8]([C:12]([O:14]CC)=[O:13])[O:9]2)=[CH:4][CH:3]=1.[C:17](OC(=O)C)(=[O:19])[CH3:18].N1C=CC=CC=1>>[OH:1][C:2]1[CH:11]=[C:10]2[C:5]([CH2:6][CH2:7][CH:8]([C:12]([OH:14])=[O:13])[O:9]2)=[CH:4][C:3]=1[C:17](=[O:19])[CH3:18] |f:1.2|. Procedure details: A 1.1 g sample of racemic ethyl 7-hydroxychroman-2-carboxylate was treated with 10 ml of 1:1 acetic anhydride-pyridine and stirred for 17 hours at room temperature. After removal of the solvents, the residual product (1.2 g) was dissolved in 12 ml of glacial acetic acid and treated with 1.26 ml of borontrifluoride etherate. The reaction mixture was gently refluxed for 17 hours, cooled, poured carefully into a mixture of sodium bicarbonate and ice and the product extracted with 1:1 tetrahydrofura...